Dataset: the Open Reaction Database (ORD), a public repository of structured organic reaction records. Task: describe an organic reaction: reactants, conditions, products, and yield Starting materials: BrC1=CC=CC=2N1N=C(N2)C2=CC=C(C=C2)C(C)(C)C (5-Bromo-2-(4-tert-butyl-phenyl)-[1,2,4]triazolo[1,5-a]pyridine), N1CCNCC1 (piperazine). Run in CS(=O)C (DMSO), C(C)(=O)OCC (ethyl acetate), O (water). Yields the product C(C)(C)(C)C1=CC=C(C=C1)C1=NN2C(C=CC=C2N2CCNCC2)=N1 (2-(4-tert-Butyl-phenyl)-5-piperazin-1-yl-[1,2,4]triazolo[1,5-a]pyridine). As a reaction SMILES: Br[C:2]1[N:7]2[N:8]=[C:9]([C:11]3[CH:16]=[CH:15][C:14]([C:17]([CH3:20])([CH3:19])[CH3:18])=[CH:13][CH:12]=3)[N:10]=[C:6]2[CH:5]=[CH:4][CH:3]=1.[NH:21]1[CH2:26][CH2:25][NH:24][CH2:23][CH2:22]1>CS(C)=O.C(OCC)(=O)C.O>[C:17]([C:14]1[CH:15]=[CH:16][C:11]([C:9]2[N:10]=[C:6]3[CH:5]=[CH:4][CH:3]=[C:2]([N:21]4[CH2:26][CH2:25][NH:24][CH2:23][CH2:22]4)[N:7]3[N:8]=2)=[CH:12][CH:13]=1)([CH3:20])([CH3:19])[CH3:18]. Reported procedure: 5-Bromo-2-(4-tert-butyl-phenyl)-[1,2,4]triazolo[1,5-a]pyridine (20 mg, 60 μM) and piperazine (21 mg, 244 μM) in DMSO was heated at 80° C. for 8 h. The reaction was cooled and diluted with ethyl acetate (25 mL) and water (25 mL). After partitioning the ethyl acetate layer was washed with water (3×) and dried over magnesium sulfate. After filtering and concentration the title compound was obtained in 80% yield. LC/MS (Method A): r.t.=1.26 min. calculated mass=335 [M+H]+=336. Reactants: C(C)(=O)NC=1C(=C(C(=O)O)C(=C(C1I)N)I)I (3-Acetamido-5-amino-2,4,6-triiodobenzoic acid), [O-]CC.[Na+] (sodium ethoxide), [Na] (sodium), CI (methyl iodide), CI (Methyl iodide). Conditions: temperature 22 celsius, time 10 minute. The product is NC=1C(=C(C(=O)O)C(=C(C1I)N(C(C)=O)C)I)I (3-amino-2,4,6-triiodo-5-(N-methylacetamido)-benzoic acid). The yield is 82.6%. RXN SMILES: [C:1]([NH:4][C:5]1[C:6]([I:17])=[C:7]([C:11]([I:16])=[C:12]([NH2:15])[C:13]=1[I:14])[C:8]([OH:10])=[O:9])(=[O:3])[CH3:2].[O-][CH2:19]C.[Na+].[Na].CI>>[NH2:15][C:12]1[C:11]([I:16])=[C:7]([C:6]([I:17])=[C:5]([N:4]([CH3:19])[C:1](=[O:3])[CH3:2])[C:13]=1[I:14])[C:8]([OH:10])=[O:9] |f:1.2,^1:21|. Procedure details: 3-Acetamido-5-amino-2,4,6-triiodobenzoic acid (I; 228.76 g., 0.4 mole) was added to an anhydrous ethanolic solution of sodium ethoxide (prepared from 18.4 g. (0.8 g. atom) of sodium) at 45° C. After 10 minutes, the homogeneous solution was cooled to 22° C. and methyl iodide (62.48 g.; 0.44 mole) was added. The reaction mixture was heated at 50°-55° C. for 30 minutes, at 62° C. for 30 minutes and finally at 68°-70° C. for 15 minutes. The reaction mixture was now pH 8. Methyl iodide (1 ml.) was ad... Starting materials: O1COC2=C1C=CC(=C2)C2=C(N=C(O2)C2=CC=C(C#N)C=C2)C2=NC=CC=C2 (4-(5-benzo[1,3]dioxol-5-yl-4-pyridin-2-yl-oxazol-2-yl)-benzonitrile), OO (hydrogen peroxide), C([O-])([O-])=O.[K+].[K+] (potassium carbonate). Yields the product O1COC2=C1C=CC(=C2)C2=C(N=C(O2)C2=CC=C(C(=O)N)C=C2)C2=NC=CC=C2 (4-(5-Benzo[1,3]dioxol-5-yl-4-pyridin-2-yl-oxazol-2-yl)benzamide). The yield is 44.0%. As a reaction SMILES: [O:1]1[C:5]2[CH:6]=[CH:7][C:8]([C:10]3[O:14][C:13]([C:15]4[CH:22]=[CH:21][C:18]([C:19]#[N:20])=[CH:17][CH:16]=4)=[N:12][C:11]=3[C:23]3[CH:28]=[CH:27][CH:26]=[CH:25][N:24]=3)=[CH:9][C:4]=2[O:3][CH2:2]1.OO.C(=O)([O-])[O-:32].[K+].[K+]>>[O:1]1[C:5]2[CH:6]=[CH:7][C:8]([C:10]3[O:14][C:13]([C:15]4[CH:16]=[CH:17][C:18]([C:19]([NH2:20])=[O:32])=[CH:21][CH:22]=4)=[N:12][C:11]=3[C:23]3[CH:28]=[CH:27][CH:26]=[CH:25][N:24]=3)=[CH:9][C:4]=2[O:3][CH2:2]1 |f:2.3.4|. Procedure details: Prepared from 4-(5-benzo[1,3]dioxol-5-yl-4-pyridin-2-yl-oxazol-2-yl)-benzonitrile using hydrogen peroxide and methanolic potassium carbonate according to Example 16 and isolated in 44% yield. 1H NMR (DMSO) δ: 6.15 (2H, s), 7.08-7.16 (2H, m), 7.45-7.54 (2H, m), 7.95-7.99 (1H, m), 8.02 (1H, br. s), 8.08 (1H, br. s), 8.12-8.15 (2H, m), 8.22 (1H, dd, J=7 and 1 Hz), 8.48 (1H, d, J=8 Hz), 8.74 (1H, d, J=8 Hz); m/z (API) 386 (M+H+). The reactants are CI (methyl iodide), C1NCCC=2C3=CC=CC=C3NC12 (1,2,3,4-Tetrahydro-β-carboline), [H-].[Na+] (NaH), CN(C)C=O (DMF), ice. Conditions: time 30 minute. Product: CN1CC=2N(C3=CC=CC=C3C2CC1)C (2,9-dimethyl-1,2,3,4-tetrahydro-β-carboline). Reaction SMILES: C1[C:13]2[NH:12][C:11]3[C:6](=[CH:7][CH:8]=[CH:9][CH:10]=3)[C:5]=2[CH2:4]CN1.[H-].[Na+].[CH3:16]I.[CH3:18][N:19]([CH:21]=O)[CH3:20]>>[CH3:18][N:19]1[CH2:21][CH2:4][C:5]2[C:6]3[C:11](=[CH:10][CH:9]=[CH:8][CH:7]=3)[N:12]([CH3:16])[C:13]=2[CH2:20]1 |f:1.2|. Procedure: 1,2,3,4-Tetrahydro-β-carboline (2.35 g) and NaH (60% nujol, 1.20 g) were added to anhydrous DMF and stirred at room temperature for 30 minutes. To the ice-cooled reaction solution was added methyl iodide (1.7 ml) and the reaction solution was stirred overnight. After removal of DMF by evaporation, the residue was mixed with water and extracted with chloroform. The extract was washed with water and dried over sodium sulfate. The crude product was purified by column chromatography on silica gel. E... Reactants: C(C)C(COC1=CC=C(C=C1)C#C)CCCC (1-(2-Ethylhexyloxy)-4-ethynylbenzene), BrC=1C=C(C=O)C=C(C1)Br (3,5-dibromobenzaldehyde). Reagents/catalysts: C=1C=CC(=CC1)[P](C=2C=CC=CC2)(C=3C=CC=CC3)[Pd]([P](C=4C=CC=CC4)(C=5C=CC=CC5)C=6C=CC=CC6)([P](C=7C=CC=CC7)(C=8C=CC=CC8)C=9C=CC=CC9)[P](C=1C=CC=CC1)(C=1C=CC=CC1)C=1C=CC=CC1 (Tetrakis(triphenylphosphine)palladium(0)), [Cu]I (copper(I) iodide). Solvent: O1CCCC1 (tetrahydrofuran), C(C)N(CC)CC (triethylamine). Run at temperature 70 celsius, time 23 hour. Yields the product C(C)C(COC1=CC=C(C=C1)C#CC=1C=C(C=O)C=C(C1)C#CC1=CC=C(C=C1)OCC(CCCC)CC)CCCC (3,5-Bis[4-(2-ethylhexyloxy)phenylethynyl]benzaldehyde). The yield is 79.3%. RXN SMILES: [CH2:1]([CH:3]([CH2:14][CH2:15][CH2:16][CH3:17])[CH2:4][O:5][C:6]1[CH:11]=[CH:10][C:9]([C:12]#[CH:13])=[CH:8][CH:7]=1)[CH3:2].Br[C:19]1[CH:20]=[C:21]([CH:24]=[C:25](Br)[CH:26]=1)[CH:22]=[O:23]>O1CCCC1.C(N(CC)CC)C.C1C=CC([P]([Pd]([P](C2C=CC=CC=2)(C2C=CC=CC=2)C2C=CC=CC=2)([P](C2C=CC=CC=2)(C2C=CC=CC=2)C2C=CC=CC=2)[P](C2C=CC=CC=2)(C2C=CC=CC=2)C2C=CC=CC=2)(C2C=CC=CC=2)C2C=CC=CC=2)=CC=1.[Cu]I>[CH2:1]([CH:3]([CH2:14][CH2:15][CH2:16][CH3:17])[CH2:4][O:5][C:6]1[CH:7]=[CH:8][C:9]([C:12]#[C:13][C:19]2[CH:20]=[C:21]([CH:24]=[C:25]([C:13]#[C:12][C:9]3[CH:10]=[CH:11][C:6]([O:5][CH2:4][CH:3]([CH2:1][CH3:2])[CH2:14][CH2:15][CH2:16][CH3:17])=[CH:7][CH:8]=3)[CH:26]=2)[CH:22]=[O:23])=[CH:10][CH:11]=1)[CH3:2] |^1:43,45,64,83|. Procedure: Nitrogen was bubbled through a solution of 1-(2-Ethylhexyloxy)-4-ethynylbenzene (4) (1.69 g, 7.34 mmol) and 3,5-dibromobenzaldehyde (5) (692 mg, 2.62 mmol) in tetrahydrofuran (33 mL) and triethylamine (50 mL) for 5 min. Tetrakis(triphenylphosphine)palladium(0) (218 mg, 0.189 mmol) and copper(I) iodide (65 mg, 0.34 mmol) were added and nitrogen bubbled through the solution for a further 5 min, before stirring at 70° C. for 23 h. Once cool, the solvent was removed and the residue purified by colum... The reactants are CO, COc1ccc2cccc(C=CC(N)=O)c2c1. The product is COc1ccc2cccc(CCC(N)=O)c2c1. As a reaction SMILES: [CH3:18][OH:19].[CH3:1][O:2][c:3]1[cH:4][cH:5][c:6]2[cH:7][cH:8][cH:9][c:10]([CH:13]=[CH:14][C:15](=[O:16])[NH2:17])[c:11]2[cH:12]1>>[CH3:1][O:2][c:3]1[cH:4][cH:5][c:6]2[cH:7][cH:8][cH:9][c:10]([CH2:13][CH2:14][C:15](=[O:16])[NH2:17])[c:11]2[cH:12]1. The reactants are ClC1=C(N)C(=CC(=C1)Cl)[N+](=O)[O-] (2,4-dichloro-6-nitroaniline), C1(C(C=CC=2C3=CC=CC=C3C=CC12)=O)=O (phenanthrenequinone). The solvent is CC(=O)C (acetone). Yields the product ClC1=C2N=C3C4=C(C5=C(C3=NC2=CC(=C1)Cl)C=CC=C5)C=CC=C4 (10,12-dichlorodibenzo[a,c]phenazine). The yield is 81.0%. Reaction SMILES: [Cl:1][C:2]1[CH:8]=[C:7]([Cl:9])[CH:6]=[C:5]([N+:10]([O-])=O)[C:3]=1[NH2:4].[C:13]1(=O)[C:26]2[CH:25]=[CH:24][C:23]3[C:18](=[CH:19][CH:20]=[CH:21][CH:22]=3)[C:17]=2[CH:16]=[CH:15][C:14]1=O>CC(C)=O>[Cl:1][C:2]1[CH:8]=[C:7]([Cl:9])[CH:6]=[C:5]2[C:3]=1[N:4]=[C:24]1[C:25](=[N:10]2)[C:26]2[CH:13]=[CH:14][CH:15]=[CH:16][C:17]=2[C:18]2[CH:19]=[CH:20][CH:21]=[CH:22][C:23]1=2. Procedure: When 0.12 mole each of 2,4-dichloro-6-nitroaniline and phenanthrenequinone were reacted by the method of Example 1, 24 g. (81 percent yield) of 10,12-dichlorodibenzo[a,c]phenazine, mp = 221°-222° C. (acetone), were obtained.